Dataset: the Open Reaction Database (ORD), a public repository of structured organic reaction records. Task: describe an organic reaction: reactants, conditions, products, and yield Starting materials: Cc1ccccc1, ClCCN1CCOCC1, CCOC(=O)C1=C(C)NC(C)=C(C(=O)OCC)C1c1ccccc1C(F)(F)F, [H-], [H][H], [Na+], CN(C)C=O. Product: CCOC(=O)C1=C(C)N(CCN2CCOCC2)C(C)=C(C(=O)OCC)C1c1ccccc1C(F)(F)F. As a reaction SMILES: [CH3:47][c:48]1[cH:49][cH:50][cH:51][cH:52][cH:53]1.[Cl:33][CH2:34][CH2:35][N:36]1[CH2:37][CH2:38][O:39][CH2:40][CH2:41]1.[F:3][C:4]([c:5]1[c:6]([CH:11]2[C:12]([C:24](=[O:25])[O:26][CH2:27][CH3:28])=[C:13]([CH3:23])[NH:14][C:15]([CH3:22])=[C:16]2[C:17](=[O:18])[O:19][CH2:20][CH3:21])[cH:7][cH:8][cH:9][cH:10]1)([F:29])[F:30].[H-:1].[H:31][H:32].[Na+:2].[O:42]=[CH:43][N:44]([CH3:45])[CH3:46]>>[F:3][C:4]([c:5]1[c:6]([CH:11]2[C:12]([C:24](=[O:25])[O:26][CH2:27][CH3:28])=[C:13]([CH3:23])[N:14]([CH2:34][CH2:35][N:36]3[CH2:37][CH2:38][O:39][CH2:40][CH2:41]3)[C:15]([CH3:22])=[C:16]2[C:17](=[O:18])[O:19][CH2:20][CH3:21])[cH:7][cH:8][cH:9][cH:10]1)([F:29])[F:30]. Starting materials: O=c1[nH]c2ccc(Br)cc2o1, CCOC(C)=O, N#C[Cu]C#N, CN(C)C=O. The product is N#Cc1ccc2[nH]c(=O)oc2c1. RXN SMILES: [Br:1][c:2]1[cH:3][c:4]2[c:5]([nH:6][c:7](=[O:9])[o:8]2)[cH:10][cH:11]1.[CH3:22][CH2:23][O:24][C:25](=[O:26])[CH3:27].[Cu:12]([C:13]#[N:14])[C:15]#[N:16].[O:17]=[CH:18][N:19]([CH3:20])[CH3:21]>>[c:2]1([C:13]#[N:14])[cH:3][c:4]2[c:5]([nH:6][c:7](=[O:9])[o:8]2)[cH:10][cH:11]1. Starting materials: C(C)(C)(C)OC(=O)NC(C(=O)OCC)(C(=O)OCC)C1=NC=C(C=C1)C1=CC(=C(C=C1)OCCCCCCCC)C(F)(F)F (Diethyl 2-(tert-butoxycarbonylamino)-2-(5-(4-(octyloxy)-3-(trifluoromethyl)-phenyl)pyridin-2-yl)malonate), [Li+].[BH4-] (LiBH4), C(C)O (ethanol). Run in C1CCOC1 (THF). The product is NC(CO)C1=NC=C(C=C1)C1=CC(=C(C=C1)OCCCCCCCC)C(F)(F)F (2-Amino-2-(5-(4-(octyloxy)-3-(trifluoromethyl)phenyl)pyridin-2-yl)ethanol). RXN SMILES: C(OC([NH:8][C:9]([C:20]1[CH:25]=[CH:24][C:23]([C:26]2[CH:31]=[CH:30][C:29]([O:32][CH2:33][CH2:34][CH2:35][CH2:36][CH2:37][CH2:38][CH2:39][CH3:40])=[C:28]([C:41]([F:44])([F:43])[F:42])[CH:27]=2)=[CH:22][N:21]=1)(C(OCC)=O)[C:10](OCC)=[O:11])=O)(C)(C)C.[Li+].[BH4-].C(O)C>C1COCC1>[NH2:8][CH:9]([C:20]1[CH:25]=[CH:24][C:23]([C:26]2[CH:31]=[CH:30][C:29]([O:32][CH2:33][CH2:34][CH2:35][CH2:36][CH2:37][CH2:38][CH2:39][CH3:40])=[C:28]([C:41]([F:44])([F:42])[F:43])[CH:27]=2)=[CH:22][N:21]=1)[CH2:10][OH:11] |f:1.2|. Procedure: Diethyl 2-(tert-butoxycarbonylamino)-2-(5-(4-(octyloxy)-3-(trifluoromethyl)-phenyl)-pyridin-2-yl)malonate 5a (110 mg, 0.176 mmol, 1.0 equiv) in THF (2.0 mL) was added LiBH4 (57 mg, 2.64 mmol, 15.0 equiv) at 0° C., followed by addition of ethanol (0.8 mL) carefully. The resultant was warmed up to room temperature for 10 minutes. LC-MS indicated the completion of the reaction. The reaction was terminated by addition of water. Extraction with ethyl acetate and the organic layer was washed with brin... The reactants are CC(C)(C)NCC(O)CO, O=C(O)c1ccc(OCc2ccccc2)c(OCc2ccccc2)c1, C1CCOC1, Cc1ccccc1, O=S(Cl)Cl, c1ccncc1. Yields the product CC(C)(C)NCC(O)COC(=O)c1ccc(OCc2ccccc2)c(OCc2ccccc2)c1. Reaction SMILES: [C:30]([CH3:31])([CH3:32])([CH3:33])[NH:34][CH2:35][CH:36]([CH2:37][OH:38])[OH:39].[CH2:1]([c:2]1[cH:3][cH:4][cH:5][cH:6][cH:7]1)[O:8][c:9]1[cH:10][c:11]([C:12](=[O:13])[OH:14])[cH:15][cH:16][c:17]1[O:18][CH2:19][c:20]1[cH:21][cH:22][cH:23][cH:24][cH:25]1.[CH2:47]1[O:48][CH2:49][CH2:50][CH2:51]1.[CH3:40][c:41]1[cH:42][cH:43][cH:44][cH:45][cH:46]1.[S:26]([Cl:27])([Cl:28])=[O:29].[cH:52]1[cH:53][cH:54][n:55][cH:56][cH:57]1>>[CH2:1]([c:2]1[cH:3][cH:4][cH:5][cH:6][cH:7]1)[O:8][c:9]1[cH:10][c:11]([C:12](=[O:13])[O:14][CH2:37][CH:36]([CH2:35][NH:34][C:30]([CH3:31])([CH3:32])[CH3:33])[OH:39])[cH:15][cH:16][c:17]1[O:18][CH2:19][c:20]1[cH:21][cH:22][cH:23][cH:24][cH:25]1.